Dataset: the Open Reaction Database (ORD), a public repository of structured organic reaction records. Task: describe an organic reaction: reactants, conditions, products, and yield Reactants: CC1C(Nc2cn[nH]c(=O)c2Br)CC2CC1C2(C)C, CCOC(=O)C(C)Br, O=C([O-])[O-], CN(C)C=O, [Cl-], [K+], [K+], [NH4+]. As a reaction SMILES: [Br:1][c:2]1[c:3](=[O:19])[nH:4][n:5][cH:6][c:7]1[NH:8][CH:9]1[CH:10]([CH3:18])[CH:11]2[C:12]([CH3:16])([CH3:17])[CH:13]([CH2:14]1)[CH2:15]2.[Br:20][CH:21]([C:22](=[O:23])[O:24][CH2:25][CH3:26])[CH3:27].[C:28](=[O:29])([O-:30])[O-:31].[CH3:36][N:37]([CH3:38])[CH:39]=[O:40].[Cl-:34].[K+:32].[K+:33].[NH4+:35]>>[Br:1][c:2]1[c:3](=[O:19])[n:4]([CH:21]([C:22](=[O:23])[O:24][CH2:25][CH3:26])[CH3:27])[n:5][cH:6][c:7]1[NH:8][CH:9]1[CH:10]([CH3:18])[CH:11]2[C:12]([CH3:16])([CH3:17])[CH:13]([CH2:14]1)[CH2:15]2. Product: CCOC(=O)C(C)n1ncc(NC2CC3CC(C2C)C3(C)C)c(Br)c1=O. The reactants are C1CCOC1, CO, COC(=O)c1cccc([N+](=O)[O-])c1F, NN, O. Product: COC(=O)c1cccc(N)c1F. As a reaction SMILES: [CH2:18]1[O:19][CH2:20][CH2:21][CH2:22]1.[CH3:23][OH:24].[F:1][c:2]1[c:3]([C:4](=[O:5])[O:6][CH3:7])[cH:8][cH:9][cH:10][c:11]1[N+:12]([O-:13])=[O:14].[NH2:16][NH2:17].[OH2:15]>>[F:1][c:2]1[c:3]([C:4](=[O:5])[O:6][CH3:7])[cH:8][cH:9][cH:10][c:11]1[NH2:12]. Reactants: CN(C)C=O, Cl, N#CC(CCC(F)(F)C(F)(F)F)S(=O)(=O)CCC(F)(F)F, [H-], CCCCI, [Na+]. Reaction SMILES: [CH3:30][N:31]([CH3:32])[CH:33]=[O:34].[ClH:29].[F:6][C:7]([CH2:8][CH2:9][CH:10]([C:11]#[N:12])[S:13](=[O:14])(=[O:15])[CH2:16][CH2:17][C:18]([F:19])([F:20])[F:21])([C:22]([F:23])([F:24])[F:25])[F:26].[H-:27].[I:1][CH2:2][CH2:3][CH2:4][CH3:5].[Na+:28]>>[CH2:2]([CH2:3][CH2:4][CH3:5])[C:10]([CH2:9][CH2:8][C:7]([F:6])([C:22]([F:23])([F:24])[F:25])[F:26])([C:11]#[N:12])[S:13](=[O:14])(=[O:15])[CH2:16][CH2:17][C:18]([F:19])([F:20])[F:21]. Yields the product CCCCC(C#N)(CCC(F)(F)C(F)(F)F)S(=O)(=O)CCC(F)(F)F. The reactants are CCC1CCC(NCc2cc3c(nc2OC)CCC(=O)N3C)C(c2ccccc2)N1, CCO, COc1nc2c(cc1C=O)N(C)C(=O)CC2, CCCCCCC. The product is CCCC1CCC(NCc2cc3c(nc2OC)CCC(=O)N3C)C(c2ccccc2)N1. As a reaction SMILES: [CH2:17]([CH3:18])[CH:19]1[CH2:20][CH2:21][CH:22]([NH:31][CH2:32][c:33]2[c:34]([O:45][CH3:46])[n:35][c:36]3[c:41]([cH:42]2)[N:40]([CH3:43])[C:39](=[O:44])[CH2:38][CH2:37]3)[CH:23]([c:25]2[cH:26][cH:27][cH:28][cH:29][cH:30]2)[NH:24]1.[CH2:47]([OH:48])[CH3:49].[CH3:1][O:2][c:3]1[c:4]([CH:5]=[O:6])[cH:7][c:8]2[c:15]([n:16]1)[CH2:14][CH2:13][C:11](=[O:12])[N:9]2[CH3:10].[CH3:50][CH2:51][CH2:52][CH2:53][CH2:54][CH2:55][CH3:56]>>[CH3:1][CH2:18][CH2:17][CH:19]1[CH2:20][CH2:21][CH:22]([NH:31][CH2:32][c:33]2[c:34]([O:45][CH3:46])[n:35][c:36]3[c:41]([cH:42]2)[N:40]([CH3:43])[C:39](=[O:44])[CH2:38][CH2:37]3)[CH:23]([c:25]2[cH:26][cH:27][cH:28][cH:29][cH:30]2)[NH:24]1. Starting materials: ClC1=CC=C(C=2C(C=3C=CN=CC3C(C21)=O)=O)OS(=O)(=O)C2=CC=C(C=C2)C (9-chloro-6-(p-toluenesulfonyloxy)benzo [g]isoquinoline-5,10-dione), C(C)(C)N(C(C)C)CC (N,N-diisopropylethylamine), C(C)(C)(C)OC(=O)NCCCl (N-t-butoxycarbonyl-2-chloroethylamine), NN (hydrazine), FC1=CC=C(C=2C(C=3C=CN=CC3C(C21)=O)=O)OS(=O)(=O)C2=CC=C(C=C2)C (9-fluoro-6-(p-toluenesulfonyloxy)benzo[g]isoquinoline-5,10-dione), Example 10b, (2-N-tert-butoxycarbonylaminoethyl)hydrazine. The solvent is C1CCOC1 (THF), C1CCOC1 (THF). The product is (2-N-tert-butoxycarbonylaminoethyl)hydrazine, C(C)(C)(C)OC(=O)NCCN1N=C2C=3C(=C(C=CC13)OS(=O)(=O)C1=CC=C(C=C1)C)C(C=1C=CN=CC12)=O (2-[2-(N-tert-butoxycarbonylamino)ethyl]-5-(p-toluenesulfonyloxy)isoquino[8,7,6-cd]indazole-6(2H)-one). Reaction SMILES: [C:1]([O:5][C:6]([NH:8][CH2:9][CH2:10]Cl)=[O:7])([CH3:4])([CH3:3])[CH3:2].[NH2:12][NH2:13].F[C:15]1[C:28]2[C:27](=O)[C:26]3[CH:25]=[N:24][CH:23]=[CH:22][C:21]=3[C:20](=[O:30])[C:19]=2[C:18]([O:31][S:32]([C:35]2[CH:40]=[CH:39][C:38]([CH3:41])=[CH:37][CH:36]=2)(=[O:34])=[O:33])=[CH:17][CH:16]=1.ClC1C2C(=O)C3C=NC=CC=3C(=O)C=2C(OS(C2C=CC(C)=CC=2)(=O)=O)=CC=1.C(N(CC)C(C)C)(C)C>C1COCC1>[C:1]([O:5][C:6]([NH:8][CH2:9][CH2:10][N:12]1[C:15]2[CH:16]=[CH:17][C:18]([O:31][S:32]([C:35]3[CH:36]=[CH:37][C:38]([CH3:41])=[CH:39][CH:40]=3)(=[O:33])=[O:34])=[C:19]3[C:20](=[O:30])[C:21]4[CH:22]=[CH:23][N:24]=[CH:25][C:26]=4[C:27]([C:28]=23)=[N:13]1)=[O:7])([CH3:4])([CH3:3])[CH3:2]. Reported procedure: (2-N-tert-butoxycarbonylaminoethyl)hydrazine is prepared by reaction of N-t-butoxycarbonyl-2-chloroethylamine with hydrazine following a procedure adapted from J. Med. Chem. 7, 493, (1964). Under a nitrogen atmosphere a solution of (2-N-tert-butoxycarbonylaminoethyl)hydrazine (9.2 g) in anhydrous THF (10 mL) is added during 30' to the stirred 9:1 mixture of 9-fluoro-6-(p-toluenesulfonyloxy)benzo[g]isoquinoline-5,10-dione and 9-chloro-6-(p-toluenesulfonyloxy)benzo [g]isoquinoline-5,10-dione of Pr... Reactants: Cl (HCl), N1C=C(C2=CC=CC=C12)CCCC(=O)O (4-(3-indolyl)butanoic acid), CS(=O)C (DMSO). The solvent is O (water). Product: O=C1NC2=CC=CC=C2C1CCCC(=O)O (4-(2-oxo-3-indolinyl)butanoic acid). Yield: 96.0%. Reaction SMILES: Cl.[NH:2]1[C:10]2[C:5](=[CH:6][CH:7]=[CH:8][CH:9]=2)[C:4]([CH2:11][CH2:12][CH2:13][C:14]([OH:16])=[O:15])=[CH:3]1.CS(C)=[O:19]>O>[O:19]=[C:3]1[CH:4]([CH2:11][CH2:12][CH2:13][C:14]([OH:16])=[O:15])[C:5]2[C:10](=[CH:9][CH:8]=[CH:7][CH:6]=2)[NH:2]1. Procedure: Concentrated HCl (16.6 mL) was added dropwise with stirring, over 10 minutes, to a solution of 4-(3-indolyl)butanoic acid [II: R1 =R3 =H, R2 =(CH2)3COOH] (2.00 g) in DMSO (7.0 mL) at room temperature (method of Savige WE, Fontana A, J. Chem. Soc. Chem. Commun. 1976:599). After 15 minutes reaction, the mixture was diluted with water (80 mL) and extracted with EtOAc (4×100 mL). Removal of the solvent gave crude 4-(2-oxo-3-indolinyl)butanoic acid [III: R1 =R3 =H, R2 =(CH2)3COOH] (2.07 g, 96%) as a ...